Dataset: the Open Reaction Database (ORD), a public repository of structured organic reaction records. Task: describe an organic reaction: reactants, conditions, products, and yield Starting materials: OC1CCNCC1 (4-Hydroxypiperidine), C(=O)(OC(C)(C)C)N[C@@H](CC1=CC=C(C=C1)O)C(=O)O (Boc-L-tyrosine). Solvent: C(C)(=O)OCC (ethyl acetate). The product is C(C)(C)(C)OC(N[C@H](C(=O)N1CCC(CC1)O)CC1=CC=C(C=C1)O)=O ((S)-[1-(4Hydroxy-benzyl)-2-(4-hydroxy-piperidin-1-yl)-2-oxo-ethyl]-carbamic acid tert-butyl ester). As a reaction SMILES: [OH:1][CH:2]1[CH2:7][CH2:6][NH:5][CH2:4][CH2:3]1.[C:8]([NH:15][C@H:16]([C:25](O)=[O:26])[CH2:17][C:18]1[CH:23]=[CH:22][C:21]([OH:24])=[CH:20][CH:19]=1)([O:10][C:11]([CH3:14])([CH3:13])[CH3:12])=[O:9]>C(OCC)(=O)C>[C:11]([O:10][C:8](=[O:9])[NH:15][C@@H:16]([CH2:17][C:18]1[CH:23]=[CH:22][C:21]([OH:24])=[CH:20][CH:19]=1)[C:25]([N:5]1[CH2:6][CH2:7][CH:2]([OH:1])[CH2:3][CH2:4]1)=[O:26])([CH3:14])([CH3:12])[CH3:13]. Procedure: 4-Hydroxypiperidine (3.9 mmol) and Boc-L-tyrosine (3.7 mmol) were coupled according to Procedure A (0-25° C. reaction temperature, 60 hour reaction time) with the following workup: the reaction mixture was diluted with ethyl acetate and washed once with base, the base layer was acidified with 2 N HCl and extracted three times with chloroform, and the chloroform extracts concentrated. The resulting foam was purified by chromatography on silica gel eluted with 1-8% ethanol in dichloromethane conta... The reactants are CCO, CCOC(=O)C1CN(C(c2ccccc2)c2ccccc2)C1, ClCCl, Cl. Yields the product Cl, CCOC(=O)C1CNC1. As a reaction SMILES: [CH3:27][CH2:28][OH:29].[CH:1]([c:2]1[cH:3][cH:4][cH:5][cH:6][cH:7]1)([c:8]1[cH:9][cH:10][cH:11][cH:12][cH:13]1)[N:14]1[CH2:15][CH:16]([C:18](=[O:19])[O:20][CH2:21][CH3:22])[CH2:17]1.[Cl:24][CH2:25][Cl:26].[ClH:23]>>[ClH:23].[NH:14]1[CH2:15][CH:16]([C:18](=[O:19])[O:20][CH2:21][CH3:22])[CH2:17]1. The reactants are ClC1=NN=C(C2=CC(=CC=C12)C)C1=CC=C(C=C1)OC (1-chloro-4-(4-methoxyphenyl)-6-methylphthalazine), NC1CCN(CC1)CC1=CC2=CC=CC=C2C=C1 (4-amino-1-(naphthalen-2-ylmethyl)piperidine). Product: COC1=CC=C(C=C1)C1=NN=C(C2=CC=C(C=C12)C)NC1CCN(CC1)CC1=CC2=CC=CC=C2C=C1 (4-(4-methoxyphenyl)-6-methyl-N-[1-(naphthalen-2-ylmethyl)piperidin-4-yl]phthalazin-1-amine). RXN SMILES: Cl[C:2]1[C:11]2[C:6](=[CH:7][C:8]([CH3:12])=[CH:9][CH:10]=2)[C:5]([C:13]2[CH:18]=[CH:17][C:16]([O:19][CH3:20])=[CH:15][CH:14]=2)=[N:4][N:3]=1.[NH2:21][CH:22]1[CH2:27][CH2:26][N:25]([CH2:28][C:29]2[CH:38]=[CH:37][C:36]3[C:31](=[CH:32][CH:33]=[CH:34][CH:35]=3)[CH:30]=2)[CH2:24][CH2:23]1>>[CH3:20][O:19][C:16]1[CH:17]=[CH:18][C:13]([C:5]2[C:6]3[C:11](=[CH:10][CH:9]=[C:8]([CH3:12])[CH:7]=3)[C:2]([NH:21][CH:22]3[CH2:23][CH2:24][N:25]([CH2:28][C:29]4[CH:38]=[CH:37][C:36]5[C:31](=[CH:32][CH:33]=[CH:34][CH:35]=5)[CH:30]=4)[CH2:26][CH2:27]3)=[N:3][N:4]=2)=[CH:14][CH:15]=1. Reported procedure: This compound is obtained according to the procedure described in 1.4. by reacting 1-chloro-4-(4-methoxyphenyl)-6-methylphthalazine with 4-amino-1-(naphthalen-2-ylmethyl)piperidine. Yield: 83.7%. RXN SMILES: [Cl:1][C:2]1[CH:7]=[CH:6][C:5]([C:8]2[NH:9][CH:10]=[CH:11][C:12]=2[C:13]2[CH:18]=[CH:17][C:16]([Cl:19])=[CH:15][CH:14]=2)=[CH:4][CH:3]=1.O.O.O.[F:23][C:24]([F:32])([F:31])[C:25]([C:27]([F:30])([F:29])[F:28])=[O:26]>C1(C)C=CC=CC=1>[Cl:19][C:16]1[CH:17]=[CH:18][C:13]([C:12]2[CH:11]=[C:10]([C:25]([C:27]([F:30])([F:29])[F:28])([C:24]([F:32])([F:31])[F:23])[OH:26])[NH:9][C:8]=2[C:5]2[CH:6]=[CH:7][C:2]([Cl:1])=[CH:3][CH:4]=2)=[CH:14][CH:15]=1 |f:1.2.3.4|. Solvent: C1(=CC=CC=C1)C (toluene). The reactants are ClC1=CC=C(C=C1)C=1NC=CC1C1=CC=C(C=C1)Cl (2,3-bis(4-chlorophenyl)-1H-pyrrole), O.O.O.FC(C(=O)C(F)(F)F)(F)F (hexafluoroacetone trihydrate). Reported procedure: A mixture of 2.9 g (0.01 mole) of 2,3-bis(4-chlorophenyl)-1H-pyrrole and 2.5 g (0.011 mole) of hexafluoroacetone trihydrate in 50 ml toluene was heated at reflux overnight. The mixture was concentrated on a rotary evaporation and the solid residue was chromatographed on 200 g silica gel (eluting with toluene), then recrystallized from hexane to give 3.8 g of product, m.p. 144°-145° C. Product: ClC1=CC=C(C=C1)C=1C=C(NC1C1=CC=C(C=C1)Cl)C(O)(C(F)(F)F)C(F)(F)F (4,5-Bis(4-chlorophenyl)-α,α-bis(trifluoromethyl)-1H-pyrrole-2-methanol). Reactants: CC1=NNC2=CC=C(C=C12)\C=C(/C)\C(C)=O.N(=O)[O-] ((2E)-2-[(3-methyl-1H-indazol-5-yl)methylidene]-3-oxobutane nitrite), O1N=CC=C1N (1,2-oxazol-5-amine). The solvent is CC(C)O (propan-2-ol). The product is CC1=C(C(C2=C(N1)ON=C2)C=2C=C1C(=NNC1=CC2)C)C#N (6-Methyl-4-(3-methyl-1H-indazol-5-yl)-4,7-dihydroisoxazolo[5,4-b]pyridine-5-carbonitrile). Reaction SMILES: [CH3:1][C:2]1[C:10]2[C:5](=[CH:6][CH:7]=[C:8](/[CH:11]=[C:12](/[C:14](=O)[CH3:15])\[CH3:13])[CH:9]=2)[NH:4][N:3]=1.[N:17]([O-])=O.[O:20]1[C:24]([NH2:25])=[CH:23][CH:22]=[N:21]1>CC(O)C>[CH3:15][C:14]1[NH:25][C:24]2[O:20][N:21]=[CH:22][C:23]=2[CH:11]([C:8]2[CH:9]=[C:10]3[C:5](=[CH:6][CH:7]=2)[NH:4][N:3]=[C:2]3[CH3:1])[C:12]=1[C:13]#[N:17] |f:0.1|. Procedure details: A mixture of 50 mg (0.22 mmol) (2E)-2-[(3-methyl-1H-indazol-5-yl)methylidene]-3-oxobutane-nitrite (Example 2A) and 19 mg (0.22 mmol) 1,2-oxazol-5-amine in propan-2-ol (1.0 ml) was stirred at reflux temperature overnight. The reaction mixture was then concentrated under reduced pressure, and the residue was purified by preparative RP-HPLC (acetonitrile/water+0.1% TFA gradient) to yield 45 mg (69% of th.) of the racemic title compound.